describe an organic reaction: reactants, conditions, products, and yield From a dataset of the Open Reaction Database (ORD), a public repository of structured organic reaction records. The reactants are FC=1C=CC2=C(OCS(N2)(=O)=O)C1 (6-Fluoro-1H-4,2,1-benzoxathiazine 2,2-dioxide), C(=O)([O-])[O-].[K+].[K+] (K2CO3), C(C1=CC=CC=C1)Br (benzyl bromide), O.C(C)(=O)OCC (H2O ethyl acetate). The reagents and catalysts are CCCC[N+](CCCC)(CCCC)CCCC.[Br-] (TBAB). The solvent is CN(C)C=O (DMF). Run at time 48 hour. Product: FC=1C=CC2=C(OCS(N2CC2=CC=CC=C2)(=O)=O)C1 (6-Fluoro-1-(phenylmethyl)-1H-4,2,1-benzoxathiazine 2,2-dioxide). The yield is 105.3%. As a reaction SMILES: [F:1][C:2]1[CH:3]=[CH:4][C:5]2[NH:10][S:9](=[O:12])(=[O:11])[CH2:8][O:7][C:6]=2[CH:13]=1.C([O-])([O-])=O.[K+].[K+].[CH2:20](Br)[C:21]1[CH:26]=[CH:25][CH:24]=[CH:23][CH:22]=1.O.C(OCC)(=O)C>CCCC[N+](CCCC)(CCCC)CCCC.[Br-].CN(C=O)C>[F:1][C:2]1[CH:3]=[CH:4][C:5]2[N:10]([CH2:20][C:21]3[CH:26]=[CH:25][CH:24]=[CH:23][CH:22]=3)[S:9](=[O:12])(=[O:11])[CH2:8][O:7][C:6]=2[CH:13]=1 |f:1.2.3,5.6,7.8|. Procedure details: A mixture of the title compound of Step D (0.5 g, 2.46 mmol), K2CO3 (1.02 g, 7.38 mmol), benzyl bromide (0.463 g, 2.71 mmol) and TBAB (79 mg) in DMF (5 mL) was stirred at room temperature for 48 h. After the reaction was complete, the reaction mixture was poured into an H2O/ethyl acetate mixture (10/100 mL). The organic phase was separated, dried and concentrated to give the title compound of Step E as a brown solid (0.76 g). 1H NMR (CDCl3, 300 MHz): δ 7.32 (m,6H, aromatic) 6.72 (d,1H, 11 Hz), 6... Starting materials: C(C1=CC=CC=C1)NC[C@@H]1OC2=C(OC1)C=CC(=C2CC(=O)O)[N+](=O)[O-] ({(3S)-3-[(benzylamino)methyl]-6-nitro-2,3-dihydro-1,4-benzodioxin-5-yl}acetic acid), O.C1(=CC=C(C=C1)S(=O)(=O)O)C (p-toluenesulfonic acid monohydrate), two. Reagents/catalysts: [Pt] (platinum). The solvent is CO (methanol). Run at temperature 50 celsius, time 18 hour. The product is CC1=CC=C(C=C1)S(=O)(=O)O.C(C1=CC=CC=C1)NC[C@H]1COC=2C(=C3CC(NC3=CC2)=O)O1 ((2S)-2-[(benzylamino)methyl]-2,3,8,9-tetrahydro-7H-[1,4]dioxino[2,3-e]indol-8-one 4-methylbenzenesulfonate). The yield is 61.1%. As a reaction SMILES: [CH2:1]([NH:8][CH2:9][C@H:10]1[CH2:15][O:14][C:13]2[CH:16]=[CH:17][C:18]([N+:24]([O-])=O)=[C:19]([CH2:20][C:21](O)=[O:22])[C:12]=2[O:11]1)[C:2]1[CH:7]=[CH:6][CH:5]=[CH:4][CH:3]=1.O.[C:28]1([CH3:38])[CH:33]=[CH:32][C:31]([S:34]([OH:37])(=[O:36])=[O:35])=[CH:30][CH:29]=1>[Pt].CO>[CH3:38][C:28]1[CH:29]=[CH:30][C:31]([S:34]([OH:37])(=[O:36])=[O:35])=[CH:32][CH:33]=1.[CH2:1]([NH:8][CH2:9][C@@H:10]1[O:11][C:12]2=[C:19]3[C:18](=[CH:17][CH:16]=[C:13]2[O:14][CH2:15]1)[NH:24][C:21](=[O:22])[CH2:20]3)[C:2]1[CH:7]=[CH:6][CH:5]=[CH:4][CH:3]=1 |f:1.2,5.6|. Procedure details: A 50 mL two necked flask equipped with a magnetic stir bar, gas inlet adapter and gas outlet adapter is charged with {(3S)-3-[(benzylamino)methyl]-6-nitro-2,3-dihydro-1,4-benzodioxin-5-yl}acetic acid [from above (1.36 g, 3.80 mmol)], methanol (20 mL), and p-toluenesulfonic acid monohydrate (1.80 g, 9.5 mmol) and platinum (5% on carbon, 62% w/w water, 0.27 g). The flask head space is flushed with hydrogen gas (100 mL), the gas outlet adapter is closed and the slurry is stirred under a hydrogen at...